This data is from the Open Reaction Database (ORD), a public repository of structured organic reaction records. The task is: describe an organic reaction: reactants, conditions, products, and yield Reactants: O1COC2=C1C=CC(=C2)OC2=C(C(=O)O)C=C(C=N2)F (2-(benzo[1,3]dioxol-5-yloxy)-5-fluoro-nicotinic acid), COC(COC1=CC(=C(C=C1)CN)F)=O ((4-aminomethyl-3-fluoro-phenoxy)-acetic acid methyl ester), COC([C@@H](C)OC1=CC(=C(C=C1)CN)F)=O ((R)-2-(4-aminomethyl-3-fluoro-phenoxy)-propionic acid methyl ester), benzo-[[1,3]-dioxol-5-yloxy)-nicotinic acid. Product: COC([C@@H](C)OC1=CC(=C(C=C1)CNC(=O)C=1C(=NC=C(C1)F)OC1=CC2=C(OCO2)C=C1)F)=O ((R)-2-[4-({[2-(Benzo[1,3]dioxol-5-yloxy)-5-fluoro-pyridine-3-carbonyl]-amino}-methyl)-3-fluoro-phenoxy]-propionic acid methyl ester). As a reaction SMILES: [O:1]1[C:5]2[CH:6]=[CH:7][C:8]([O:10][C:11]3[N:19]=[CH:18][C:17]([F:20])=[CH:16][C:12]=3[C:13]([OH:15])=O)=[CH:9][C:4]=2[O:3][CH2:2]1.[CH3:21][O:22][C:23](=[O:36])[C@H:24]([O:26][C:27]1[CH:32]=[CH:31][C:30]([CH2:33][NH2:34])=[C:29]([F:35])[CH:28]=1)[CH3:25].COC(=O)COC1C=CC(CN)=C(F)C=1>>[CH3:21][O:22][C:23](=[O:36])[C@H:24]([O:26][C:27]1[CH:32]=[CH:31][C:30]([CH2:33][NH:34][C:13]([C:12]2[C:11]([O:10][C:8]3[CH:7]=[CH:6][C:5]4[O:1][CH2:2][O:3][C:4]=4[CH:9]=3)=[N:19][CH:18]=[C:17]([F:20])[CH:16]=2)=[O:15])=[C:29]([F:35])[CH:28]=1)[CH3:25]. Reported procedure: The compound of Formula (5.0.32) was prepared in a manner analogous to that described in Preparation 20, substituting 2-(benzo[1,3]dioxol-5-yloxy)-5-fluoro-nicotinic acid and (R)-2-(4-aminomethyl-3-fluoro-phenoxy)-propionic acid methyl ester for the corresponding 2-(benzo-[[1,3]-dioxol-5-yloxy)-nicotinic acid and (4-aminomethyl-3-fluoro-phenoxy)-acetic acid methyl ester materials, respectively. Reactants: CC(C)(C)[Si](C)(C)OC1CC(COCc2ccccc2)C1, CCO, N#N. Yields the product CC(C)(C)[Si](C)(C)OC1CC(CO)C1. Reaction SMILES: [CH2:1]([c:2]1[cH:3][cH:4][cH:5][cH:6][cH:7]1)[O:8][CH2:9][CH:10]1[CH2:11][CH:12]([O:14][Si:15]([CH3:16])([CH3:17])[C:18]([CH3:19])([CH3:20])[CH3:21])[CH2:13]1.[CH3:24][CH2:25][OH:26].[N:22]#[N:23]>>[OH:8][CH2:9][CH:10]1[CH2:11][CH:12]([O:14][Si:15]([CH3:16])([CH3:17])[C:18]([CH3:19])([CH3:20])[CH3:21])[CH2:13]1.